Task: describe an organic reaction: reactants, conditions, products, and yield. Dataset: the Open Reaction Database (ORD), a public repository of structured organic reaction records Reactants: N1(CCCCC1)CC=1C=C(OCCCC#N)C=CC1 (4-[3-(1-piperidinylmethyl)phenoxy]butannitrile), Cl.NNC(=O)N (semicarbazide hydrochloride). Reagents/catalysts: [Ni] (Raney Nickel). Solvent: C(C)O (ethanol). Yields the product N1(CCCCC1)CC=1C=C(OCCCC=NNC(=O)N)C=CC1 (4-[3-(1-piperidinylmethyl)phenoxy]butanal semicarbazone). Yield: 76.4%. As a reaction SMILES: [N:1]1([CH2:7][C:8]2[CH:9]=[C:10]([CH:17]=[CH:18][CH:19]=2)[O:11][CH2:12][CH2:13][CH2:14][C:15]#[N:16])[CH2:6][CH2:5][CH2:4][CH2:3][CH2:2]1.Cl.N[NH:22][C:23]([NH2:25])=[O:24]>C(O)C.[Ni]>[N:1]1([CH2:7][C:8]2[CH:9]=[C:10]([CH:17]=[CH:18][CH:19]=2)[O:11][CH2:12][CH2:13][CH2:14][CH:15]=[N:16][NH:22][C:23]([NH2:25])=[O:24])[CH2:6][CH2:5][CH2:4][CH2:3][CH2:2]1 |f:1.2|. Procedure: A solution of 4-[3-(1-piperidinylmethyl)phenoxy]butannitrile (51.6 g) sodium acetate (73.8 g) and semicarbazide hydrochloride (77.6 g) in 50% aqueous ethanol (1 L) was hydrogenated over Raney Nickel (50 g). The catalyst was removed by filtration. The filtrate was partially evaporated, made basic with potassium carbonate and extracted with ethyl acetate. The organic extract was evaporated to leave an oil which was purified by column chromatography to give the title compound as a pale yellow oil (... Starting materials: ClC1=C(C(=O)O)C=C(C(=C1)C)C (2-chloro-4,5-dimethylbenzoic acid), OS(=O)(=O)O (H2SO4), [N+](=O)([O-])[O-].[K+] (KNO3). Yields the product ClC1=C(C(=O)O)C=C(C(=C1[N+](=O)[O-])C)C (2-chloro-4,5-dimethyl-3-nitro-benzoic acid). As a reaction SMILES: [Cl:1][C:2]1[CH:10]=[C:9]([CH3:11])[C:8]([CH3:12])=[CH:7][C:3]=1[C:4]([OH:6])=[O:5].OS(O)(=O)=O.[N+:18]([O-])([O-:20])=[O:19].[K+]>>[Cl:1][C:2]1[C:10]([N+:18]([O-:20])=[O:19])=[C:9]([CH3:11])[C:8]([CH3:12])=[CH:7][C:3]=1[C:4]([OH:6])=[O:5] |f:2.3|. Procedure: 31.6 g of 2-chloro-4,5-dimethylbenzoic acid are initially introduced into 94 ml of H2SO4. 19 g of KNO3 are added in portions, while cooling with ice. The mixture is subsequently warmed to 50° for a further 2 hours and then poured onto ice. The product is isolated and recrystallized from toluene. Yield: 25.3 g, melting point: 160°-63°. Starting materials: O=C(O)C1=NN(c2ccc(Cl)cc2Cl)C(c2ccc(Br)cc2)C1, [Cl-], NN1CCCCCC1. The product is O=C(NN1CCCCCC1)C1=NN(c2ccc(Cl)cc2Cl)C(c2ccc(Br)cc2)C1. RXN SMILES: [Br:2][c:3]1[cH:4][cH:5][c:6]([CH:9]2[CH2:10][C:11]([C:22](=[O:23])[OH:24])=[N:12][N:13]2[c:14]2[c:15]([Cl:21])[cH:16][c:17]([Cl:20])[cH:18][cH:19]2)[cH:7][cH:8]1.[Cl-:1].[N:25]1([NH2:32])[CH2:26][CH2:27][CH2:28][CH2:29][CH2:30][CH2:31]1>>[Br:2][c:3]1[cH:4][cH:5][c:6]([CH:9]2[CH2:10][C:11]([C:22](=[O:23])[NH:32][N:25]3[CH2:26][CH2:27][CH2:28][CH2:29][CH2:30][CH2:31]3)=[N:12][N:13]2[c:14]2[c:15]([Cl:21])[cH:16][c:17]([Cl:20])[cH:18][cH:19]2)[cH:7][cH:8]1.